This data is from the Open Reaction Database (ORD), a public repository of structured organic reaction records. The task is: describe an organic reaction: reactants, conditions, products, and yield The reactants are CCOC(=O)N=NC(=O)OCC, C1CCOC1, O=C(NCCO)c1cc(-c2ccccc2)c(=O)n2c1-c1sccc1CC2, c1ccc(P(c2ccccc2)c2ccccc2)cc1. Yields the product O=c1c(-c2ccccc2)cc(C2=NCCO2)c2n1CCc1ccsc1-2. As a reaction SMILES: [O:1]=[C:2]([O:3][CH2:4][CH3:5])[N:6]=[N:7][C:8]([O:9][CH2:10][CH3:11])=[O:12].[O:58]1[CH2:59][CH2:60][CH2:61][CH2:62]1.[OH:32][CH2:33][CH2:34][NH:35][C:36](=[O:37])[c:38]1[cH:39][c:40](-[c:52]2[cH:53][cH:54][cH:55][cH:56][cH:57]2)[c:41](=[O:51])[n:42]2[c:47]1-[c:46]1[c:45]([cH:50][cH:49][s:48]1)[CH2:44][CH2:43]2.[c:13]1([P:14]([c:15]2[cH:16][cH:17][cH:18][cH:19][cH:20]2)[c:21]2[cH:22][cH:23][cH:24][cH:25][cH:26]2)[cH:27][cH:28][cH:29][cH:30][cH:31]1>>[O:32]1[CH2:33][CH2:34][N:35]=[C:36]1[c:38]1[cH:39][c:40](-[c:52]2[cH:53][cH:54][cH:55][cH:56][cH:57]2)[c:41](=[O:51])[n:42]2[c:47]1-[c:46]1[c:45]([cH:50][cH:49][s:48]1)[CH2:44][CH2:43]2. Reactants: CCOC(=O)C (AcOEt), CN(C)CC=1C(=C2CCNC2=C(C1C)NC(C(C)(C)C)=O)C (N-(5-Dimethylaminomethyl-4,6-dimethylindolin-7-yl)-2,2-dimethylpropanamide), ICCCCCCCC (1-iodooctane), Na. Run in CN(C)C=O (DMF). Reaction conditions: time 30 minute. Yields the product C(CCCCCCC)N1CCC2=C(C(=C(C(=C12)NC(C(C)(C)C)=O)C)CN(C)C)C (N-(1-Octyl-5-dimethylaminomethyl-4,6-dimethylindolin-7-yl)-2,2-dimethylpropanamide). Yield: 120.4%. RXN SMILES: [CH3:1][N:2]([CH2:4][C:5]1[C:6]([CH3:22])=[C:7]2[C:11](=[C:12]([NH:15][C:16](=[O:21])[C:17]([CH3:20])([CH3:19])[CH3:18])[C:13]=1[CH3:14])[NH:10][CH2:9][CH2:8]2)[CH3:3].I[CH2:24][CH2:25][CH2:26][CH2:27][CH2:28][CH2:29][CH2:30][CH3:31].CCOC(C)=O>CN(C=O)C>[CH2:24]([N:10]1[C:11]2[C:7](=[C:6]([CH3:22])[C:5]([CH2:4][N:2]([CH3:3])[CH3:1])=[C:13]([CH3:14])[C:12]=2[NH:15][C:16](=[O:21])[C:17]([CH3:18])([CH3:19])[CH3:20])[CH2:8][CH2:9]1)[CH2:25][CH2:26][CH2:27][CH2:28][CH2:29][CH2:30][CH3:31]. Procedure details: N-(5-Dimethylaminomethyl-4,6-dimethylindolin-7-yl)-2,2-dimethylpropanamide (700 mg) was dissolved in DMF (7 ml) and Na (P=60%, 160 mg) was added under a nitrogen atmosphere at 5° C. After stirring at the same temperature for 30 min, 1-iodooctane (240 mg) was added, which was followed by stirring at 30° C. for 3 hr. AcOEt (200 ml) was added, and the mixture was washed with water and dried over anhydrous sodium sulfate. AcOEt was evaporated under reduced pressure. The residue was purified by silic... Reactants: Cn1c(-c2cc(Br)ccc2F)nc2ccccc21, O=C(N1CCCC1)N1CCNCC1. Yields the product Cn1c(-c2cc(N3CCN(C(=O)N4CCCC4)CC3)ccc2F)nc2ccccc21. As a reaction SMILES: [Br:1][c:2]1[cH:3][cH:4][c:5]([F:18])[c:6](-[c:8]2[n:9][c:10]3[c:11]([n:12]2[CH3:13])[cH:14][cH:15][cH:16][cH:17]3)[cH:7]1.[N:19]1([C:25](=[O:26])[N:27]2[CH2:28][CH2:29][CH2:30][CH2:31]2)[CH2:20][CH2:21][NH:22][CH2:23][CH2:24]1>>[c:2]1([N:22]2[CH2:21][CH2:20][N:19]([C:25](=[O:26])[N:27]3[CH2:28][CH2:29][CH2:30][CH2:31]3)[CH2:24][CH2:23]2)[cH:3][cH:4][c:5]([F:18])[c:6](-[c:8]2[n:9][c:10]3[c:11]([n:12]2[CH3:13])[cH:14][cH:15][cH:16][cH:17]3)[cH:7]1.